describe an organic reaction: reactants, conditions, products, and yield From a dataset of the Open Reaction Database (ORD), a public repository of structured organic reaction records. Starting materials: Cc1cc(O)ccc1Br, CCCCP(CCCC)CCCC, Cc1ccccc1, CC(C)c1nnn(-c2c(Cl)cccc2Cl)c1CO. Yields the product Cc1cc(OCc2c(C(C)C)nnn2-c2c(Cl)cccc2Cl)ccc1Br. As a reaction SMILES: [Br:19][c:20]1[c:21]([CH3:27])[cH:22][c:23]([OH:26])[cH:24][cH:25]1.[CH2:28]([P:29]([CH2:30][CH2:31][CH2:32][CH3:33])[CH2:34][CH2:35][CH2:36][CH3:37])[CH2:38][CH2:39][CH3:40].[CH3:41][c:42]1[cH:43][cH:44][cH:45][cH:46][cH:47]1.[Cl:1][c:2]1[c:3](-[n:9]2[n:10][n:11][c:12]([CH:16]([CH3:17])[CH3:18])[c:13]2[CH2:14][OH:15])[c:4]([Cl:8])[cH:5][cH:6][cH:7]1>>[Cl:1][c:2]1[c:3](-[n:9]2[n:10][n:11][c:12]([CH:16]([CH3:17])[CH3:18])[c:13]2[CH2:14][O:15][c:23]2[cH:22][c:21]([CH3:27])[c:20]([Br:19])[cH:25][cH:24]2)[c:4]([Cl:8])[cH:5][cH:6][cH:7]1. Reactants: C1=CC(=CC(=C1)Cl)C(=O)OO (m-CPBA), CN1C=NC(=C1C1=CC2=C(N=CN=C2SC)S1)C1=CC=CC=C1 (6-(1-methyl-4-phenyl-1H-imidazol-5-yl)-4-(methylthio)thieno[2,3-d]pyrimidine), [O-]S(=O)(=S)[O-].[Na+].[Na+] (Na2S2O3). The solvent is C(Cl)Cl (DCM). Reaction conditions: time 6 hour. Product: CN1C=NC(=C1C1=CC2=C(N=CN=C2S(=O)(=O)C)S1)C1=CC=CC=C1 (6-(1-Methyl-4-phenyl-1H-imidazol-5-yl)-4-(methylsulfonyl)thieno[2,3-d]pyrimidine). Yield: 56.0%. As a reaction SMILES: [CH:1]1C=C(Cl)C=C(C(OO)=O)C=1.[CH3:12][N:13]1[C:17]([C:18]2[S:28][C:21]3[N:22]=[CH:23][N:24]=[C:25](SC)[C:20]=3[CH:19]=2)=[C:16]([C:29]2[CH:34]=[CH:33][CH:32]=[CH:31][CH:30]=2)[N:15]=[CH:14]1.[O-:35][S:36]([O-:39])(=S)=O.[Na+].[Na+]>C(Cl)Cl>[CH3:12][N:13]1[C:17]([C:18]2[S:28][C:21]3[N:22]=[CH:23][N:24]=[C:25]([S:36]([CH3:1])(=[O:39])=[O:35])[C:20]=3[CH:19]=2)=[C:16]([C:29]2[CH:34]=[CH:33][CH:32]=[CH:31][CH:30]=2)[N:15]=[CH:14]1 |f:2.3.4|. Procedure: m-CPBA (70-75%, 105 mg) was added to a stirred solution of 6-(1-methyl-4-phenyl-1H-imidazol-5-yl)-4-(methylthio)thieno[2,3-d]pyrimidine (example 7) (72 mg) in DCM (5 mL), stirred for 6 hours then 2M Na2S2O3 (2.5 mL) was added. The organic layer was separated and the aqueous layer extracted with DCM (2×15 mL). The combined organics were washed with saturated aqueous NaHCO3 (10 mL), dried (MgSO4), filtered and concentrated in vacuo. Purification by flash chromatography on silica eluting with hexan... Starting materials: ClC1=C2NC=NC2=NC=N1 (6-chloropurine), C(=O)([O-])[O-].[K+].[K+] (K2CO3), CN(C)C=O.BrCCCCl (DMF 1-bromo-3-chloropropane). Solvent: O (water). Run at temperature 50 celsius, time 3 hour. The product is ClCCCN1C2=NC(=NC(=C2N=C1)Cl)N (N9-(3-Chloropropyl)-2-amino-6-chlorpurine). Yield: 36.1%. Reaction SMILES: [Cl:1][C:2]1[N:10]=[CH:9][N:8]=[C:7]2[C:3]=1[NH:4][CH:5]=[N:6]2.C([O-])([O-])=O.[K+].[K+].C[N:18](C=O)C.Br[CH2:23][CH2:24][CH2:25][Cl:26]>O>[Cl:26][CH2:25][CH2:24][CH2:23][N:6]1[CH:5]=[N:4][C:3]2[C:7]1=[N:8][C:9]([NH2:18])=[N:10][C:2]=2[Cl:1] |f:1.2.3,4.5|. Procedure details: To a stirred suspension of 6-chloropurine (5.0 g, 29.48 mmol) and K2CO3 (4.48 g, 32.42 mmol) in dry DMF 1-bromo-3-chloropropane (13.92 g, 88.45 mmol) is added. The reaction mixture is heated to 50° C. for 1 min and stirred at room temperature for additional 3 h. The reaction mixture is poured into 120 mL of water and extracted with CH2Cl2. The combined organic phases are washed with water, dried over MgSO4 and evaporated in vacuo. The residue is purified by flash column chromatography (dichlorom... Reactants: Br, CSC(CSC(C)=O)C(=O)O, [Cl-], O=C1CNC(C(=O)O)C1. The product is CSC(CSC(C)=O)C(=O)N1CC(=O)CC1C(=O)O. Reaction SMILES: [BrH:22].[C:2]([CH3:3])(=[O:4])[S:5][CH2:6][CH:7]([C:8](=[O:9])[OH:10])[S:11][CH3:12].[Cl-:1].[O:13]=[C:14]1[CH2:15][CH:16]([C:19](=[O:20])[OH:21])[NH:17][CH2:18]1>>[C:2]([CH3:3])(=[O:4])[S:5][CH2:6][CH:7]([C:8](=[O:10])[N:17]1[CH:16]([C:19](=[O:20])[OH:21])[CH2:15][C:14](=[O:13])[CH2:18]1)[S:11][CH3:12].